This data is from the Open Reaction Database (ORD), a public repository of structured organic reaction records. The task is: describe an organic reaction: reactants, conditions, products, and yield Reactants: Cc1cccnc1OCC(O)CN(CCOc1ccc(C(N)=O)cc1)Cc1ccccc1, CO, Cl, [H][H]. Yields the product Cl, Cc1cccnc1OCC(O)CNCCOc1ccc(C(N)=O)cc1. RXN SMILES: [CH2:1]([c:2]1[cH:3][cH:4][cH:5][cH:6][cH:7]1)[N:8]([CH2:9][CH2:10][O:11][c:12]1[cH:13][cH:14][c:15]([C:18]([NH2:19])=[O:20])[cH:16][cH:17]1)[CH2:21][CH:22]([CH2:23][O:24][c:25]1[n:26][cH:27][cH:28][cH:29][c:30]1[CH3:31])[OH:32].[CH3:36][OH:37].[ClH:33].[H:34][H:35]>>[ClH:33].[NH:8]([CH2:9][CH2:10][O:11][c:12]1[cH:13][cH:14][c:15]([C:18]([NH2:19])=[O:20])[cH:16][cH:17]1)[CH2:21][CH:22]([CH2:23][O:24][c:25]1[n:26][cH:27][cH:28][cH:29][c:30]1[CH3:31])[OH:32].